Dataset: the Open Reaction Database (ORD), a public repository of structured organic reaction records. Task: describe an organic reaction: reactants, conditions, products, and yield Starting materials: O=C([O-])[O-], O=C1c2ccc(Nc3ccc(Cl)cc3)cc2C(=O)N1Cc1cccnc1, Clc1ccccc1Cl, [Cu], Ic1ccccc1, [K+], [K+], C1COCCOCCOCCOCCOCCO1. Yields the product O=C1c2ccc(N(c3ccccc3)c3ccc(Cl)cc3)cc2C(=O)N1Cc1cccnc1. As a reaction SMILES: [C:52](=[O:53])([O-:54])[O-:55].[Cl:1][c:2]1[cH:3][cH:4][c:5]([NH:8][c:9]2[cH:10][c:11]3[c:15]([cH:16][cH:17]2)[C:14](=[O:18])[N:13]([CH2:19][c:20]2[cH:21][n:22][cH:23][cH:24][cH:25]2)[C:12]3=[O:26])[cH:6][cH:7]1.[Cl:59][c:60]1[c:61]([Cl:62])[cH:63][cH:64][cH:65][cH:66]1.[Cu:58].[I:27][c:28]1[cH:29][cH:30][cH:31][cH:32][cH:33]1.[K+:56].[K+:57].[O:34]1[CH2:35][CH2:36][O:37][CH2:38][CH2:39][O:40][CH2:41][CH2:42][O:43][CH2:44][CH2:45][O:46][CH2:47][CH2:48][O:49][CH2:50][CH2:51]1>>[Cl:1][c:2]1[cH:3][cH:4][c:5]([N:8]([c:9]2[cH:10][c:11]3[c:15]([cH:16][cH:17]2)[C:14](=[O:18])[N:13]([CH2:19][c:20]2[cH:21][n:22][cH:23][cH:24][cH:25]2)[C:12]3=[O:26])[c:28]2[cH:29][cH:30][cH:31][cH:32][cH:33]2)[cH:6][cH:7]1. Starting materials: C1(CCCC1)CC(C(=O)O)N1N=CC(=CC1=O)OC1=C(C=CC=C1)OC (3-cyclopentyl-2-[4-(2-methoxy-phenoxy)-6-oxo-6H-pyridazin-1-yl]-propionic acid), NC1=NN(C=C1)CC(C)(O)C (1-(3-amino-pyrazol-1-yl)-2-methyl-propan-2-ol), C1(CCCC1)CC(C(=O)O)N1N=CC(=CC1=O)OC1=C(C=CC=C1)OC (3-cyclopentyl-2-[4-(2-methoxy-phenoxy)-6-oxo-6H-pyridazin-1-yl]-propionic acid), NC1=NN(C=C1)CC(C)(O)C (1-(3-amino-pyrazol-1-yl)-2-methyl-propan-2-ol). The product is C1(CCCC1)CC(C(=O)NC1=NN(C=C1)CC(C)(C)O)N1N=CC(=CC1=O)OC1=C(C=CC=C1)OC (3-cyclopentyl-N-[1-(2-hydroxy-2-methyl-propyl)-1H-pyrazol-3-yl]-2-[4-(2-methoxy-phenoxy)-6-oxo-6H-pyridazin-1-yl]-propionamide). The yield is 65.0%. As a reaction SMILES: [CH:1]1([CH2:6][CH:7]([N:11]2[C:16](=[O:17])[CH:15]=[C:14]([O:18][C:19]3[CH:24]=[CH:23][CH:22]=[CH:21][C:20]=3[O:25][CH3:26])[CH:13]=[N:12]2)[C:8]([OH:10])=O)[CH2:5][CH2:4][CH2:3][CH2:2]1.[NH2:27][C:28]1[CH:32]=[CH:31][N:30]([CH2:33][C:34]([CH3:37])([OH:36])[CH3:35])[N:29]=1>>[CH:1]1([CH2:6][CH:7]([N:11]2[C:16](=[O:17])[CH:15]=[C:14]([O:18][C:19]3[CH:24]=[CH:23][CH:22]=[CH:21][C:20]=3[O:25][CH3:26])[CH:13]=[N:12]2)[C:8]([NH:27][C:28]2[CH:32]=[CH:31][N:30]([CH2:33][C:34]([OH:36])([CH3:35])[CH3:37])[N:29]=2)=[O:10])[CH2:5][CH2:4][CH2:3][CH2:2]1. Procedure details: Using the method described in Example 11, 3-cyclopentyl-2-[4-(2-methoxy-phenoxy)-6-oxo-6H-pyridazin-1-yl]-propionic acid (Intermediate 24) and 1-(3-amino-pyrazol-1-yl)-2-methyl-propan-2-ol (Intermediate 1) afforded 3-cyclopentyl-N-[1-(2-hydroxy-2-methyl-propyl)-1H-pyrazol-3-yl]-2-[4-(2-methoxy-phenoxy)-6-oxo-6H-pyridazin-1-yl]-propionamide as a white solid (83.8 mg, 65%); ES+-HRMS m/e calcd for C26H33N5O5 [M+H+] 496.2555 found 496.2552. 1H-NMR (300 MHz, DMSO-d6) δ ppm 1.04 (s, 3H), 1.06 (s, 3H),... The reactants are C[O-].[Na+] (sodium methylate), C(C=CC1=CC=CC=C1)=O (cinnamaldehyde), CC1(COC(OC1)C(CC)=O)C (5,5-dimethyl-2-propionyl-1,3-dioxane). The solvent is CO (methanol), CO (methanol). Reaction conditions: temperature 2.5 celsius, time 2 hour. Yields the product CC1(COC(OC1)C(C(=CC=CC1=CC=CC=C1)C)=O)C (5,5-Dimethyl-2-(2-methyl-5-phenyl-2,4-pentadienoyl)-1,3-dioxane). Isolated yield 26.0%. RXN SMILES: C[O-].[Na+].[CH:4](=O)[CH:5]=[CH:6][C:7]1[CH:12]=[CH:11][CH:10]=[CH:9][CH:8]=1.[CH3:14][C:15]1([CH3:25])[CH2:20][O:19][CH:18]([C:21](=[O:24])[CH2:22][CH3:23])[O:17][CH2:16]1>CO>[CH3:25][C:15]1([CH3:14])[CH2:16][O:17][CH:18]([C:21](=[O:24])[C:22]([CH3:23])=[CH:4][CH:5]=[CH:6][C:7]2[CH:12]=[CH:11][CH:10]=[CH:9][CH:8]=2)[O:19][CH2:20]1 |f:0.1|. Procedure details: 7.2 g of a 30% strength by weight solution of sodium methylate in methanol were added dropwise to a solution of 52.9 g of cinnamaldehyde and 68.9 g of 5,5-dimethyl-2-propionyl-1,3-dioxane in 200 ml of methanol in the course of 15 minutes at 0-5° C., and the mixture was stirred for a further 2 hours at 0-5° C. Thereafter, the reaction solution was seeded with a few crystals of the product and stirred overnight at room temperature. After the precipitate had been filtered off under suction and wash... RXN SMILES: [C:24](#[N:25])[C:26]1([c:29]2[cH:30][c:31]([C:32](=[O:33])[OH:34])[cH:35][cH:36][cH:37]2)[CH2:27][CH2:28]1.[CH3:39][N:40]([CH3:41])[CH2:42][CH2:43][CH2:44][N:45]=[C:46]=[N:47][CH2:48][CH3:49].[CH3:60][N:61]([CH3:62])[CH:63]=[O:64].[ClH:38].[NH2:1][c:2]1[cH:3][c:4]([O:5][c:6]2[cH:7][cH:8][c:9]3[n:10]([n:11]2)[cH:12][c:13]([NH:15][C:16](=[O:17])[CH:18]2[CH2:19][CH2:20]2)[n:14]3)[cH:21][cH:22][cH:23]1.[OH:50][n:51]1[c:52]2[cH:53][cH:54][cH:55][cH:56][c:57]2[n:58][n:59]1>>[NH:1]([c:2]1[cH:3][c:4]([O:5][c:6]2[cH:7][cH:8][c:9]3[n:10]([n:11]2)[cH:12][c:13]([NH:15][C:16](=[O:17])[CH:18]2[CH2:19][CH2:20]2)[n:14]3)[cH:21][cH:22][cH:23]1)[C:32]([c:31]1[cH:30][c:29]([C:26]2([C:24]#[N:25])[CH2:27][CH2:28]2)[cH:37][cH:36][cH:35]1)=[O:33]. The reactants are N#CC1(c2cccc(C(=O)O)c2)CC1, CCN=C=NCCCN(C)C, CN(C)C=O, Cl, Nc1cccc(Oc2ccc3nc(NC(=O)C4CC4)cn3n2)c1, On1nnc2ccccc21. Yields the product N#CC1(c2cccc(C(=O)Nc3cccc(Oc4ccc5nc(NC(=O)C6CC6)cn5n4)c3)c2)CC1. Starting materials: [Na] (sodium), ClC1=C(C=CC=C1)N=C=S (2-chlorophenyl isothiocyanate), CC(=O)C (acetone), CC(=O)C (acetone), Cl.C(CCCCCC)(=N)N (heptanamidine hydrochloride). The solvent is C1=CC=CC=C1.CCCCCC (benzene n-hexane). Yields the product ClC1=C(C=CC=C1)NC(=S)NC(CCCCCC)=N (1-(2-chlorophenyl)-3-(heptanimidoyl)-2-thiourea). As a reaction SMILES: [Na].CC(C)=O.Cl.[C:7]([NH2:15])(=[NH:14])[CH2:8][CH2:9][CH2:10][CH2:11][CH2:12][CH3:13].[Cl:16][C:17]1[CH:22]=[CH:21][CH:20]=[CH:19][C:18]=1[N:23]=[C:24]=[S:25]>C1C=CC=CC=1.CCCCCC>[Cl:16][C:17]1[CH:22]=[CH:21][CH:20]=[CH:19][C:18]=1[NH:23][C:24]([NH:14][C:7](=[NH:15])[CH2:8][CH2:9][CH2:10][CH2:11][CH2:12][CH3:13])=[S:25] |f:2.3,5.6,^1:0|. Procedure details: Following a procedure similar to that described in Example 42 but using 3.4 g. sodium in 300 ml. acetone, 24.7 g. heptanamidine hydrochloride, and 25.9 g. 2-chlorophenyl isothiocyanate (b.p. 70°-74°C./0.5-1.0 mm.; prepared from 2-chloroaniline) in 125 ml. dry acetone there was obtained 1-(2-chlorophenyl)-3-(heptanimidoyl)-2-thiourea, m.p. 75°-77°C. (from benzene-n-hexane); hydrochloride (33.5 g.), m.p. 158°-160°C. (from acetonitrile). Reaction SMILES: [SH:1][C:2]1[N:6]([CH2:7][C:8]([OH:10])=O)[N:5]=[N:4][N:3]=1.CN1CCOCC1.ClC(OCC)=O.Cl.[CH3:25][O:26][NH2:27]>O1CCCC1>[CH3:25][O:26][NH:27][C:8](=[O:10])[CH2:7][N:6]1[C:2]([SH:1])=[N:3][N:4]=[N:5]1 |f:3.4|. The reactants are SC1=NN=NN1CC(=O)O (5-mercapto-1H-tetrazole-1-acetic acid), CN1CCOCC1 (N-methylmorpholine), ClC(=O)OCC (ethyl chloroformate), Cl.CON (methoxyamine hydrochloride), CN1CCOCC1 (N-methylmorpholine). Procedure: To a solution cooled at -28° C. to -35° C. of 5-mercapto-1H-tetrazole-1-acetic acid (0.8 g) in tetrahydrofuran (40 ml) are added N-methylmorpholine (1.26 ml) and ethyl chloroformate (0.62 ml). After stirring for 1 hour, a solution of methoxyamine hydrochloride (0.34 g) and N-methylmorpholine (0.71 ml) in tetrahydrofuran (11 ml) is added to the mixture at -50° C. After 2 hours' stirring at about -30° C., the mixture is concentrated under reduced pressure, and the resultant mixture is diluted with... Conditions: time 1 hour. Product: CONC(CN1N=NN=C1S)=O (5-mercapto-1H-tetrazole-1-acetohydroxamic acid methyl ester). Run in O1CCCC1 (tetrahydrofuran), O1CCCC1 (tetrahydrofuran). Reaction SMILES: [CH2:1]([N:8]([CH2:21][C:22]1[CH:40]=[CH:39][C:25]([O:26][C:27]2[CH:32]=[CH:31][C:30]([CH2:33][CH2:34][CH2:35][C:36](O)=[O:37])=[CH:29][CH:28]=2)=[CH:24][CH:23]=1)[C:9]1[CH:14]=[CH:13][CH:12]=[C:11]([NH:15][S:16]([CH3:19])(=[O:18])=[O:17])[C:10]=1[CH3:20])[C:2]1[CH:7]=[CH:6][CH:5]=[CH:4][CH:3]=1.[NH2:41][C@H:42]([C:47]([O:49]C(C)(C)C)=[O:48])[CH2:43][C:44](=[O:46])[NH2:45]>>[CH2:1]([N:8]([CH2:21][C:22]1[CH:23]=[CH:24][C:25]([O:26][C:27]2[CH:28]=[CH:29][C:30]([CH2:33][CH2:34][CH2:35][C:36]([NH:41][C@H:42]([C:47]([OH:49])=[O:48])[CH2:43][C:44](=[O:46])[NH2:45])=[O:37])=[CH:31][CH:32]=2)=[CH:39][CH:40]=1)[C:9]1[CH:14]=[CH:13][CH:12]=[C:11]([NH:15][S:16]([CH3:19])(=[O:17])=[O:18])[C:10]=1[CH3:20])[C:2]1[CH:3]=[CH:4][CH:5]=[CH:6][CH:7]=1. Yields the product C(C1=CC=CC=C1)N(C1=C(C(=CC=C1)NS(=O)(=O)C)C)CC1=CC=C(OC2=CC=C(C=C2)CCCC(=O)N[C@@H](CC(N)=O)C(=O)O)C=C1 (N˜2˜-[4-(4-{4-[(benzyl{2-methyl-3-[(methylsulfonyl)amino]phenyl}amino)methyl]phenoxy}phenyl)butanoyl]-L-asparagine). The reactants are C(C1=CC=CC=C1)N(C1=C(C(=CC=C1)NS(=O)(=O)C)C)CC1=CC=C(OC2=CC=C(C=C2)CCCC(=O)O)C=C1 (4-(4-{4-[(benzyl{2-methyl-3-[(methylsulfonyl)amino]phenyl}amino)methyl]phenoxy}phenyl)butanoic acid), N[C@@H](CC(N)=O)C(=O)OC(C)(C)C (H-Asn-OtBu). Procedure details: The product from Example 100 (56 mg, 0.1 mmole) and H-Asn-OtBu (38 mg, 0.2 mmole) were processed as in Example 213A-B to provide the title compound. 1H NMR (500 MHz, DMSO-d6) δ12.11-12.80 (br.s, 1 H), 8.94 (s, 1 H), 7.99 (s, 1 H), 7.28 (m, 7 H), 7.18 (m, 3 H), 7.03 (m, 1 H), 6.96 (m, 2 H), 6.87 (m, 5 H), 4.50 (m, 1 H), 4.05 (s, 2 H), 4.01 (s, 2 H), 2.91 (s, 3 H), 2.55 (m, 2 H), 2.44 (m, 2 H), 2.39 (s, 3 H), 2.11 (t, 2 H), 1.76 (m, 2 H); MS (APCI+) m/z 673 (M+H)+.